Dataset: the Open Reaction Database (ORD), a public repository of structured organic reaction records. Task: describe an organic reaction: reactants, conditions, products, and yield Starting materials: C(C)(=O)NC=1C=C2CC(OC(C2=CC1OC)C1=CC=C(C=C1)[N+](=O)[O-])C (6-Acetylamino-3-methyl-1-(4-nitrophenyl)-7-methoxyisochroman), Cl (HCl), [OH-].[Na+] (sodium hydroxide). Solvent: CS(=O)C (DMSO), CN(C)C=O (DMF). Conditions: time 5 hour. Product: C(C)(=O)NC=1C=C2CC(OC(C2=CC1OC)(C1=CC=C(C=C1)[N+](=O)[O-])O)C (6-Acetylamino-1-hydroxy-3-methyl-1-(4-nitrophenyl)-7-methoxyisochroman). Reaction SMILES: [C:1]([NH:4][C:5]1[CH:6]=[C:7]2[C:12](=[CH:13][C:14]=1[O:15][CH3:16])[CH:11]([C:17]1[CH:22]=[CH:21][C:20]([N+:23]([O-:25])=[O:24])=[CH:19][CH:18]=1)[O:10][CH:9]([CH3:26])[CH2:8]2)(=[O:3])[CH3:2].[OH-:27].[Na+].Cl>CS(C)=O.CN(C=O)C>[C:1]([NH:4][C:5]1[CH:6]=[C:7]2[C:12](=[CH:13][C:14]=1[O:15][CH3:16])[C:11]([OH:27])([C:17]1[CH:22]=[CH:21][C:20]([N+:23]([O-:25])=[O:24])=[CH:19][CH:18]=1)[O:10][CH:9]([CH3:26])[CH2:8]2)(=[O:3])[CH3:2] |f:1.2|. Procedure: A solution of 14 (1.8 g) in 5 ml of DMSO and 30 ml of DMF was cooled to 8-12° C. and air was passed through the mixture. To the solution was added 1.2 ml of 50% aqueous sodium hydroxide in one portion and the resulting mixture was stirred for 5 hours. HCl (1 N) was added, and extracted with ethyl acetate three times. The combined organic phase was washed with water, dried over Na2SO4. Removal of the solvent afforded 22 (1.9 g) as a syrup, which was used directly for the next step. Reactants: C([O-])([O-])=O.[K+].[K+] (potassium carbonate), BrCC(=O)OCC (ethyl bromoacetate), C(C)OC(=O)N1[C@@H](C[C@@H](C2=NC(=CC=C12)OC)NC1=NC=C(C(=N1)CC1=CC(=CC(=C1)C(F)(F)F)C(F)(F)F)CO)CC ((2R,4S)-4-{[3,5-Bis(trifluoromethyl)benzyl]-(5-hydroxymethyl-pyrimidin-2-yl)}amino-2-ethyl-6-methoxy-3,4-dihydro-2H-[1,5]naphthyridine-1-carboxylic acid ethyl ester). Solvent: CC(=O)C (acetone). Conditions: time 6 day. Yields the product C(C)OC(=O)N1[C@@H](C[C@@H](C2=NC(=CC=C12)OC)NC1=NC=C(C(=N1)CC1=CC(=CC(=C1)C(F)(F)F)C(F)(F)F)COCC(=O)O)CC ((2R,4S)-4-{[3,5-bis(trifluoromethyl)benzyl]-(5-carboxymethoxymethylpyrimidin-2-yl)}amino-2-ethyl-6-methoxy-3,4-dihydro-2H-[1,5]naphthyridine-1-carboxylic acid ethyl ester). As a reaction SMILES: [CH2:1]([O:3][C:4]([N:6]1[C:15]2[C:10](=[N:11][C:12]([O:16][CH3:17])=[CH:13][CH:14]=2)[C@@H:9]([NH:18][C:19]2[N:24]=[C:23]([CH2:25][C:26]3[CH:31]=[C:30]([C:32]([F:35])([F:34])[F:33])[CH:29]=[C:28]([C:36]([F:39])([F:38])[F:37])[CH:27]=3)[C:22]([CH2:40][OH:41])=[CH:21][N:20]=2)[CH2:8][C@H:7]1[CH2:42][CH3:43])=[O:5])[CH3:2].C(=O)([O-])[O-].[K+].[K+].Br[CH2:51][C:52]([O:54]CC)=[O:53]>CC(C)=O>[CH2:1]([O:3][C:4]([N:6]1[C:15]2[C:10](=[N:11][C:12]([O:16][CH3:17])=[CH:13][CH:14]=2)[C@@H:9]([NH:18][C:19]2[N:24]=[C:23]([CH2:25][C:26]3[CH:27]=[C:28]([C:36]([F:37])([F:38])[F:39])[CH:29]=[C:30]([C:32]([F:35])([F:33])[F:34])[CH:31]=3)[C:22]([CH2:40][O:41][CH2:51][C:52]([OH:54])=[O:53])=[CH:21][N:20]=2)[CH2:8][C@H:7]1[CH2:42][CH3:43])=[O:5])[CH3:2] |f:1.2.3|. Procedure: (2R,4S)-4-{[3,5-Bis(trifluoromethyl)benzyl]-(5-hydroxymethyl-pyrimidin-2-yl)}amino-2-ethyl-6-methoxy-3,4-dihydro-2H-[1,5]naphthyridine-1-carboxylic acid ethyl ester (130 mg) is dissolved in acetone (2.5 ml), and thereto are added potassium carbonate (108 mg) and ethyl bromoacetate (0.129 ml). The mixture is stirred at room temperature for 6 days. The reaction solution is concentrated under reduced pressure, and thereto is added water. The mixture is stirred for 40 hours, and partitioned by addin... The reactants are NC1=CC2=C(OCO2)C=C1[N+](=O)[O-] (5-amino-6-nitro-1,3-benzodioxol), BrC1=CC=C(C=C1)CCO (4-bromophenylethyl alcohol). The product is [N+](=O)([O-])C=1C(=CC2=C(OCO2)C1)NC1=CC=C(C=C1)CCO (2-{4-[(6-Nitro-1,3-benzodioxol-5-yl)amino]phenyl}ethanol). As a reaction SMILES: [NH2:1][C:2]1[C:10]([N+:11]([O-:13])=[O:12])=[CH:9][C:5]2[O:6][CH2:7][O:8][C:4]=2[CH:3]=1.Br[C:15]1[CH:20]=[CH:19][C:18]([CH2:21][CH2:22][OH:23])=[CH:17][CH:16]=1>>[N+:11]([C:10]1[C:2]([NH:1][C:15]2[CH:20]=[CH:19][C:18]([CH2:21][CH2:22][OH:23])=[CH:17][CH:16]=2)=[CH:3][C:4]2[O:8][CH2:7][O:6][C:5]=2[CH:9]=1)([O-:13])=[O:12]. Reported procedure: The title compound was prepared according to the procedure described in step 1 of Example 45 from 5-amino-6-nitro-1,3-benzodioxol and 4-bromophenylethyl alcohol.